Task: describe an organic reaction: reactants, conditions, products, and yield. Dataset: the Open Reaction Database (ORD), a public repository of structured organic reaction records Reactants: O[Sb](=O)([O-])O[Sb](=O)(O)[O-].[K+].[K+] (Potassium pyroantimonate), [Sn](Cl)(Cl)(Cl)Cl (tin tetrachloride), [Sb] (antimony), [Sn] (tin), Cl (hydrochloric acid). Procedure: Potassium pyroantimonate and tin tetrachloride were mixed so that molar ratio of antimony and tin was 1:2 and sufficient hydrochloric acid was added so that acid the concentration of the aqueous solution was 2N. In accordance with the procedure of Example 1 there was obtained a composite acid tin antimonate (1:1.8) containing antimonic acid and stannic acid in a molar ratio of 1:1.8. The product is [Sb]([O-])([O-])([O-])=O.[Sn+4].[Sb]([O-])([O-])([O-])=O.[Sb]([O-])([O-])([O-])=O.[Sb]([O-])([O-])([O-])=O.[Sn+4].[Sn+4] (tin antimonate). As a reaction SMILES: [OH:1][Sb:2]([O:5][Sb]([O-])(O)=O)([O-:4])=[O:3].[K+].[K+].[Sn:12](Cl)(Cl)(Cl)Cl.[Sb].[Sn].Cl>>[Sb:2](=[O:1])([O-:5])([O-:4])[O-:3].[Sn+4:12].[Sb:2](=[O:1])([O-:5])([O-:4])[O-:3].[Sb:2](=[O:1])([O-:5])([O-:4])[O-:3].[Sb:2](=[O:1])([O-:5])([O-:4])[O-:3].[Sn+4:12].[Sn+4:12] |f:0.1.2,7.8.9.10.11.12.13,^3:17|.